This data is from the Open Reaction Database (ORD), a public repository of structured organic reaction records. The task is: describe an organic reaction: reactants, conditions, products, and yield The reactants are C(C1=CC=CC=C1)OC1=C(C=CC=C1)CCCC1=CC(=C(C(=O)OC)C=C1)O (methyl 4-[3-(2-benzyloxyphenyl)-propyl]-2-hydroxybenzoate), C(C1=CC=CC=C1)OC1=C(C=CC=C1)/C=C/C1=CC(=C(C(=O)OC)C=C1)OC (methyl 4-[2-(2-benzyloxyphenyl)-(E)-ethenyl]-2-methoxybenzoate), C(C1=CC=CC=C1)OC1=C(C=CC=C1)/C=C/C1=CC(=C(C(=O)OC)C=C1)O (methyl 4-[2-(2-benzyloxyphenyl)-(E)-ethenyl]-2-hydroxybenzoate). Product: C(C1=CC=CC=C1)OC1=C(C=CC=C1)CCCC1=CC(=C(C(=O)OC)C=C1)OC (Methyl 4-[3-(2-benzyloxyphenyl)-propyl]-2-methoxybenzoate). RXN SMILES: [CH2:1]([O:8][C:9]1[CH:14]=[CH:13][CH:12]=[CH:11][C:10]=1[CH2:15][CH2:16][CH2:17][C:18]1[CH:27]=[CH:26][C:21]([C:22]([O:24][CH3:25])=[O:23])=[C:20]([OH:28])[CH:19]=1)[C:2]1[CH:7]=[CH:6][CH:5]=[CH:4][CH:3]=1.[CH2:29](OC1C=CC=CC=1/C=C/C1C=CC(C(OC)=O)=C(OC)C=1)C1C=CC=CC=1.C(OC1C=CC=CC=1/C=C/C1C=CC(C(OC)=O)=C(O)C=1)C1C=CC=CC=1>>[CH2:1]([O:8][C:9]1[CH:14]=[CH:13][CH:12]=[CH:11][C:10]=1[CH2:15][CH2:16][CH2:17][C:18]1[CH:27]=[CH:26][C:21]([C:22]([O:24][CH3:25])=[O:23])=[C:20]([O:28][CH3:29])[CH:19]=1)[C:2]1[CH:3]=[CH:4][CH:5]=[CH:6][CH:7]=1. Reported procedure: Methyl 4-[3-(2-benzyloxyphenyl)-propyl]-2-methoxybenzoate was synthesised from methyl 4-[3-(2-benzyloxyphenyl)-propyl]-2-hydroxybenzoate (prepared as described in Example 15) as described in Example 14 for the synthesis of methyl 4-[2-(2-benzyloxyphenyl)-(E)-ethenyl]-2-methoxybenzoate from methyl 4-[2-(2-benzyloxyphenyl)-(E)-ethenyl]-2-hydroxybenzoate. Starting materials: Br, COC(=O)N1CCC(c2cc(=O)[nH]o2)CC1Cc1cccc(C(F)(F)F)c1. Product: O=c1cc(C2CCNC(Cc3cccc(C(F)(F)F)c3)C2)o[nH]1. Reaction SMILES: [BrH:28].[O:1]=[c:2]1[nH:3][o:4][c:5]([CH:7]2[CH2:8][CH:9]([CH2:17][c:18]3[cH:19][c:20]([C:24]([F:25])([F:26])[F:27])[cH:21][cH:22][cH:23]3)[N:10]([C:13]([O:14][CH3:15])=[O:16])[CH2:11][CH2:12]2)[cH:6]1>>[O:1]=[c:2]1[nH:3][o:4][c:5]([CH:7]2[CH2:8][CH:9]([CH2:17][c:18]3[cH:19][c:20]([C:24]([F:25])([F:26])[F:27])[cH:21][cH:22][cH:23]3)[NH:10][CH2:11][CH2:12]2)[cH:6]1. Starting materials: [N+](=O)([O-])C1=CC=C(OC2=CC3=C(C(C=C(O3)C)(C)C)C=C2)C=C1 (7-(4-nitrophenoxy)-2,4,4-trimethyl-4H-1-benzopyran), CO (methanol). The solvent is C1(=CC=CC=C1)C (toluene). Reaction conditions: time 4.5 hour. The product is COC1(OC2=C(C(C1)(C)C)C=CC(=C2)OC2=CC=C(C=C2)[N+](=O)[O-])C (2,3-Dihydro-2-methoxy-7-(4-nitrophenoxy)-2,4,4-trimethyl-4H-1-benzopyran). The yield is 90.0%. As a reaction SMILES: [N+:1]([C:4]1[CH:23]=[CH:22][C:7]([O:8][C:9]2[CH:21]=[CH:20][C:12]3[C:13]([CH3:19])([CH3:18])[CH:14]=[C:15]([CH3:17])[O:16][C:11]=3[CH:10]=2)=[CH:6][CH:5]=1)([O-:3])=[O:2].[CH3:24][OH:25]>C1(C)C=CC=CC=1>[CH3:24][O:25][C:15]1([CH3:17])[CH2:14][C:13]([CH3:19])([CH3:18])[C:12]2[CH:20]=[CH:21][C:9]([O:8][C:7]3[CH:6]=[CH:5][C:4]([N+:1]([O-:3])=[O:2])=[CH:23][CH:22]=3)=[CH:10][C:11]=2[O:16]1. Reported procedure: A mixture of the 7-(4-nitrophenoxy)-2,4,4-trimethyl-4H-1-benzopyran obtained in Referential Example 43, 66 ml of methanol, 0.7 g of Amberlyst-15 and 6 ml of toluene was stirred for 4.5 hours, and Amberlyst-15 was separated by filtration. The filtrate was concentrated, and 30 ml of methanol was added. Crystals that precipitated were collected by filtration, washed with 50 ml of methanol, and dried to give 6.7 g (90%) of the desired product as a white powder (melting point 125° C.). Starting materials: FC=1C(=NC=CC1)C(=O)N(C)OC (3-fluoro-N-methoxy-N-methylpyridine-2-carboxamide), C(C1=CC=CC=C1)OC1=CC=C(C=C1)[Mg]Br ([4-(benzyloxy)phenyl]magnesium bromide). The solvent is C1CCOC1 (THF). Conditions: temperature 0 celsius, time 2 hour. Product: C(C1=CC=CC=C1)OC1=CC=C(C=C1)C(=O)C1=NC=CC=C1F ([4-(Benzyloxy)phenyl](3-fluoropyridin-2-yl)methanone). Reaction SMILES: [F:1][C:2]1[C:3]([C:8](N(OC)C)=[O:9])=[N:4][CH:5]=[CH:6][CH:7]=1.[CH2:14]([O:21][C:22]1[CH:27]=[CH:26][C:25]([Mg]Br)=[CH:24][CH:23]=1)[C:15]1[CH:20]=[CH:19][CH:18]=[CH:17][CH:16]=1>C1COCC1>[CH2:14]([O:21][C:22]1[CH:27]=[CH:26][C:25]([C:8]([C:3]2[C:2]([F:1])=[CH:7][CH:6]=[CH:5][N:4]=2)=[O:9])=[CH:24][CH:23]=1)[C:15]1[CH:20]=[CH:19][CH:18]=[CH:17][CH:16]=1. Reported procedure: To a solution of 3-fluoro-N-methoxy-N-methylpyridine-2-carboxamide (4.8 g) in THF (100 mL) was added dropwise [4-(benzyloxy)phenyl]magnesium bromide (1 M solution in THF, 27.4 mL) at 0° C. After stirring at 0° C. for 2 h, the mixture was warmed to room temperature and stirred at room temperature overnight. The mixture was quenched with water and extracted with AcOEt. The organic layer was washed with brine, dried over Na2SO4, filtered and concentrated under reduced pressure. The residue was puri... Reactants: benzhydryl ester, C(N)(=O)OCC1=CS[C@H]2N(C1C(=O)O)C(C2(NC(CC=2SC=CC2)=O)OC)=O (3-carbamoyloxymethyl-7-methoxy-7-(2-thienylacetamido)-2-cephem-4-carboxylic acid), Cl(=O)(=O)(=O)O (perchloric acid), N=[N+]=[N-] (hydrazoic acid). Run in O1CCCC1 (tetrahydrofuran), C(Cl)Cl (methylene chloride). Conditions: time 9 hour. The product is benzhydryl ester, N(=[N+]=[N-])CC1=CS[C@H]2N(C1C(=O)O)C(C2(NC(CC=2SC=CC2)=O)OC)=O (3-azidomethyl-7-methoxy-7-(2-thienylacetamido)-2-cephem-4-carboxylic acid). Reaction SMILES: C(O[CH2:5][C:6]1[CH:11]([C:12]([OH:14])=[O:13])[N:10]2[C:15](=[O:28])[C:16]([O:26][CH3:27])([NH:17][C:18](=[O:25])[CH2:19][C:20]3[S:21][CH:22]=[CH:23][CH:24]=3)[C@H:9]2[S:8][CH:7]=1)(=O)N.Cl(O)(=O)(=O)=O.[NH:34]=[N+:35]=[N-:36]>O1CCCC1.C(Cl)Cl>[N:34]([CH2:5][C:6]1[CH:11]([C:12]([OH:14])=[O:13])[N:10]2[C:15](=[O:28])[C:16]([O:26][CH3:27])([NH:17][C:18](=[O:25])[CH2:19][C:20]3[S:21][CH:22]=[CH:23][CH:24]=3)[C@H:9]2[S:8][CH:7]=1)=[N+:35]=[N-:36]. Procedure: A mixture of the benzhydryl ester of 3-carbamoyloxymethyl-7-methoxy-7-(2-thienylacetamido)-2-cephem-4-carboxylic acid (0.212 g.), perchloric acid (0.36 g.) in tetrahydrofuran (6.0 ml.) and hydrazoic acid (28.0 ml., 0.18 N) in methylene chloride is stirred under a nitrogen atmosphere for nine hours. The reaction mixture is washed with a 5% aqueous sodium bicarbonate solution and then with a saturated sodium chloride solution. The methylene chloride solution is dried over anhydrous sodium sulfate,...